This data is from the Open Reaction Database (ORD), a public repository of structured organic reaction records. The task is: describe an organic reaction: reactants, conditions, products, and yield Starting materials: CC[O-].[Na+] (EtONa), C1(=CC=CC=C1)S (thiophenol), FC(C(=O)OCC)Br (ethyl fluorobromoacetate). The solvent is O1CCCC1 (tetrahydrofuran). The product is FC(C(=O)OCC)SC1=CC=CC=C1 (ethyl fluoro(phenylthio)acetate). Yield: 89.6%. Reaction SMILES: CC[O-].[Na+].[C:5]1([SH:11])[CH:10]=[CH:9][CH:8]=[CH:7][CH:6]=1.[F:12][CH:13](Br)[C:14]([O:16][CH2:17][CH3:18])=[O:15]>O1CCCC1>[F:12][CH:13]([S:11][C:5]1[CH:10]=[CH:9][CH:8]=[CH:7][CH:6]=1)[C:14]([O:16][CH2:17][CH3:18])=[O:15] |f:0.1|. Procedure details: To 150 ml of tetrahydrofuran (THF) were added 6.5 g (0.1 mole) of pulverized EtONa and 11.1 g (0.1 mole) of thiophenol and the mixture was refluxed for 10 minutes. Thereto was added 18.5 g (0.1 mole) of ethyl fluorobromoacetate and the mixture was refluxed for one hour with stirring. THF was removed by an evaporator and the precipitated NaBr was filtered. The organic layer was washed with water, dried and distilled to obtain 19.2 g (90%) of ethyl fluoro(phenylthio)acetate. Reactants: [OH-].[Na+] (sodium hydroxide), ClC1=CC=C(C2=C1CCN(CC2)C)N (9-chloro-2,3,4,5-tetrahydro-3-methyl-1H-3-benzazepin-6-amine), N(=O)[O-].[Na+] (sodium nitrite), S(O)(O)(=O)=O (sulfuric acid), cupric sulfate pentahydrate, [C-]#N.[K+] (potassium cyanide), ice, C([O-])(O)=O.[Na+] (sodium bicarbonate), C([O-])(O)=O.[Na+] (sodium bicarbonate). Solvent: C(C)(=O)O (acetic acid), O (water), C1(=CC=CC=C1)C (toluene), O (water), O (water), O (water), O (water). Conditions: temperature 5 celsius, time 1 hour. The product is ClC1=CC=C(C2=C1CCN(CC2)C)C#N (9-chloro-2,3,4,5-tetrahydro-3-methyl-1H-3-benzazepine-6-carbonitrile). Yield: 79.2%. RXN SMILES: [Cl:1][C:2]1[C:7]2[CH2:8][CH2:9][N:10]([CH3:13])[CH2:11][CH2:12][C:6]=2[C:5](N)=[CH:4][CH:3]=1.S(=O)(=O)(O)O.N([O-])=O.[Na+].[C-:24]#[N:25].[K+].C(=O)(O)[O-].[Na+].[OH-].[Na+]>C(O)(=O)C.O.C1(C)C=CC=CC=1>[Cl:1][C:2]1[C:7]2[CH2:8][CH2:9][N:10]([CH3:13])[CH2:11][CH2:12][C:6]=2[C:5]([C:24]#[N:25])=[CH:4][CH:3]=1 |f:2.3,4.5,6.7,8.9|. Procedure: A solution of 9-chloro-2,3,4,5-tetrahydro-3-methyl-1H-3-benzazepin-6-amine, (10 g, 47.5 mmol) in acetic acid (34 ml) and water (20 ml) was stirred, treated with sulfuric acid (7.5 ml), cooled to 5° C. and treated with a solution of sodium nitrite (3.65 g, 53 mmol) in water (7.5 ml) added below the surface over 20 minutes. The mixture was added dropwise under the surface of a stirred mixture prepared from cupric sulfate pentahydrate (14.2 g, 57 mmol) in water (35 ml), potassium cyanide (15.4 g, 2... Starting materials: N[C@@H](CCC(=O)O)C(=O)OC(C)(C)C ((S)-4-amino-5-(tert-butoxy)-5-oxopentanoic acid), C(C)(C)(C)OC([C@H](CC(=O)O)NC(CCC=C)=O)=O ((S)-4-(tert-butoxy)-4-oxo-3-(pent-4-enamido)butanoic acid), N[C@@H](CCC(=O)O)C(=O)OC(C)(C)C ((S)-4-amino-5-(tert-butoxy)-5-oxopentanoic acid), N[C@@H](CC(=O)O)C(=O)OC(C)(C)C ((S)-3-amino-4-(tert-butoxy)-4-oxobutanoic acid). Yields the product C(C)(C)(C)OC([C@H](CCC(=O)O)NC(CCC=C)=O)=O ((S)-5-(tert-butoxy)-5-oxo-4-(pent-4-enamido)pentanoic acid). RXN SMILES: [NH2:1][C@H:2]([C:8]([O:10][C:11]([CH3:14])([CH3:13])[CH3:12])=[O:9])[CH2:3][CH2:4][C:5]([OH:7])=[O:6].N[C@H](C(OC(C)(C)C)=O)CC(O)=O.C(OC(=O)[C@@H](N[C:40](=[O:45])[CH2:41][CH2:42][CH:43]=[CH2:44])CC(O)=O)(C)(C)C>>[C:11]([O:10][C:8](=[O:9])[C@@H:2]([NH:1][C:40](=[O:45])[CH2:41][CH2:42][CH:43]=[CH2:44])[CH2:3][CH2:4][C:5]([OH:7])=[O:6])([CH3:14])([CH3:13])[CH3:12]. Procedure details: A mixed crude product B (9.28 g, 100%) of (S)-5-(tert-butoxy)-5-oxo-4-(pent-4-enamido)pentanoic acid (Compound 1b-II) and pent-4-enoic acid (1:0.8) was obtained using (S)-4-amino-5-(tert-butoxy)-5-oxopentanoic acid (Compound 1a-II, 5.00 g, 24.2 mmol) in place of (S)-3-amino-4-(tert-butoxy)-4-oxobutanoic acid (Compound 1a-I) under the same conditions as in the preparation example for Compound 1b-I. The reactants are N#N (N2), C(C1=CC=CC=C1)NC(C1=C(C=CC(=C1)B1OC(C(O1)(C)C)(C)C)OC)=O (N-benzyl-2-methoxy-5-(tetramethyl-1,3,2-dioxaborolan-2-yl)benzamide), BrC1=CN(C(C2=CC=CC=C12)=O)C (4-bromo-2-methylisoquinolin-1(2H)-one), [O-]P(=O)([O-])[O-].[K+].[K+].[K+] (K3PO4). Reagents/catalysts: C1=CC=C(C=C1)P([C-]2C=CC=C2)C3=CC=CC=C3.C1=CC=C(C=C1)P([C-]2C=CC=C2)C3=CC=CC=C3.Cl[Pd]Cl.[Fe+2] (Pd(dppf)Cl2). Run in O1CCOCC1 (dioxane). Run at time 3 minute. The product is C(C1=CC=CC=C1)NC(C1=C(C=CC(=C1)C1=CN(C(C2=CC=CC=C12)=O)C)OC)=O (N-benzyl-2-methoxy-5-(2-methyl-1-oxoisoquinolin-4-yl)benzamide). Isolated yield 107.7%. RXN SMILES: N#N.[CH2:3]([NH:10][C:11](=[O:29])[C:12]1[CH:17]=[C:16](B2OC(C)(C)C(C)(C)O2)[CH:15]=[CH:14][C:13]=1[O:27][CH3:28])[C:4]1[CH:9]=[CH:8][CH:7]=[CH:6][CH:5]=1.Br[C:31]1[C:40]2[C:35](=[CH:36][CH:37]=[CH:38][CH:39]=2)[C:34](=[O:41])[N:33]([CH3:42])[CH:32]=1.[O-]P([O-])([O-])=O.[K+].[K+].[K+]>O1CCOCC1.C1C=CC(P(C2C=CC=CC=2)[C-]2C=CC=C2)=CC=1.C1C=CC(P(C2C=CC=CC=2)[C-]2C=CC=C2)=CC=1.Cl[Pd]Cl.[Fe+2]>[CH2:3]([NH:10][C:11](=[O:29])[C:12]1[CH:17]=[C:16]([C:31]2[C:40]3[C:35](=[CH:36][CH:37]=[CH:38][CH:39]=3)[C:34](=[O:41])[N:33]([CH3:42])[CH:32]=2)[CH:15]=[CH:14][C:13]=1[O:27][CH3:28])[C:4]1[CH:5]=[CH:6][CH:7]=[CH:8][CH:9]=1 |f:3.4.5.6,8.9.10.11|. Reported procedure: For about 3 min, N2 was bubbled through a mixture of N-benzyl-2-methoxy-5-(tetramethyl-1,3,2-dioxaborolan-2-yl)benzamide (51 mg, 0.14 mmol), 4-bromo-2-methylisoquinolin-1(2H)-one (30 mg, 0.13 mmol), aqueous 1M K3PO4 (0.3 mL) and Pd(dppf)Cl2 (10 mg, 0.013 mmol) in dioxane (1.15 mL) which was then microwaved at 100° C. for 1 h. Work up similar to Example 15 and purification by silica gel chromatography, eluting with 5-50% EA in hexane over 4 min and continuing 50% isocratic EA gave the title compo... The reactants are C=CCC1(C)CC(c2cccc(Cl)c2)C(c2ccc(Cl)cc2)N(C(CC)CO[Si](c2ccccc2)(c2ccccc2)C(C)(C)C)C1=O, CCCC[N+](CCCC)(CCCC)CCCC, C1CCOC1, [F-]. Yields the product C=CCC1(C)CC(c2cccc(Cl)c2)C(c2ccc(Cl)cc2)N(C(CC)CO)C1=O. RXN SMILES: [CH2:1]([CH:2]=[CH2:3])[C:4]1([CH3:47])[C:5](=[O:46])[N:6]([CH:24]([CH2:25][O:26][Si:27]([C:28]([CH3:29])([CH3:30])[CH3:31])([c:32]2[cH:33][cH:34][cH:35][cH:36][cH:37]2)[c:38]2[cH:39][cH:40][cH:41][cH:42][cH:43]2)[CH2:44][CH3:45])[CH:7]([c:17]2[cH:18][cH:19][c:20]([Cl:23])[cH:21][cH:22]2)[CH:8]([c:10]2[cH:11][c:12]([Cl:16])[cH:13][cH:14][cH:15]2)[CH2:9]1.[CH2:49]([N+:50]([CH2:51][CH2:52][CH2:53][CH3:54])([CH2:55][CH2:56][CH2:57][CH3:58])[CH2:59][CH2:60][CH2:61][CH3:62])[CH2:63][CH2:64][CH3:65].[CH2:66]1[O:67][CH2:68][CH2:69][CH2:70]1.[F-:48]>>[CH2:1]([CH:2]=[CH2:3])[C:4]1([CH3:47])[C:5](=[O:46])[N:6]([CH:24]([CH2:25][OH:26])[CH2:44][CH3:45])[CH:7]([c:17]2[cH:18][cH:19][c:20]([Cl:23])[cH:21][cH:22]2)[CH:8]([c:10]2[cH:11][c:12]([Cl:16])[cH:13][cH:14][cH:15]2)[CH2:9]1.